Dataset: the Open Reaction Database (ORD), a public repository of structured organic reaction records. Task: describe an organic reaction: reactants, conditions, products, and yield The reactants are CS(=O)(=O)Cl, COP(=O)(CC(C)=O)OC, Cc1ccccc1, CS(=O)(=O)N=[N+]=[N-], [H-], [N-]=[N+]=[N-], [Na+], [Na+], C1CCOC1. The product is COP(=O)(OC)C(=[N+]=[N-])C(C)=O. RXN SMILES: [CH3:10][S:11](=[O:12])(=[O:13])[Cl:14].[CH3:19][O:20][P:21]([O:22][CH3:23])(=[O:24])[CH2:25][C:26]([CH3:27])=[O:28].[CH3:29][c:30]1[cH:31][cH:32][cH:33][cH:34][cH:35]1.[CH3:3][S:4]([N:5]=[N+:8]=[N-:9])(=[O:6])=[O:7].[H-:1].[N-:16]=[N+:17]=[N-:18].[Na+:15].[Na+:2].[O:36]1[CH2:37][CH2:38][CH2:39][CH2:40]1>>[N+:8](=[N-:9])=[C:25]([P:21]([O:20][CH3:19])([O:22][CH3:23])=[O:24])[C:26]([CH3:27])=[O:28]. The reactants are CCOC(=O)CC(CCCCCCc1ccc2c(n1)NCCCC2)c1cnc(C)nc1, CCO, [Na+], [OH-]. The product is Cc1ncc(C(CCCCCCc2ccc3c(n2)NCCCC3)CC(=O)O)cn1. Reaction SMILES: [CH2:1]([CH3:2])[O:3][C:4]([CH2:5][CH:6]([CH2:7][CH2:8][CH2:9][CH2:10][CH2:11][CH2:12][c:13]1[cH:14][cH:15][c:16]2[c:17]([n:23]1)[NH:18][CH2:19][CH2:20][CH2:21][CH2:22]2)[c:24]1[cH:25][n:26][c:27]([CH3:30])[n:28][cH:29]1)=[O:31].[CH3:34][CH2:35][OH:36].[Na+:33].[OH-:32]>>[O:3]=[C:4]([CH2:5][CH:6]([CH2:7][CH2:8][CH2:9][CH2:10][CH2:11][CH2:12][c:13]1[cH:14][cH:15][c:16]2[c:17]([n:23]1)[NH:18][CH2:19][CH2:20][CH2:21][CH2:22]2)[c:24]1[cH:25][n:26][c:27]([CH3:30])[n:28][cH:29]1)[OH:31].